From a dataset of the Open Reaction Database (ORD), a public repository of structured organic reaction records. describe an organic reaction: reactants, conditions, products, and yield Reactants: [Li]CCCC, COc1cc(SCCCl)cc(OC)c1OC, CC(=O)O, CCCCCC, CC(C)[N-]C(C)C, CC(C)NC(C)C, [Li+], C1CCOC1, [C-]#[N+]C(CC)c1cccs1. The product is [C-]#[N+]C(CC)(CCSc1cc(OC)c(OC)c(OC)c1)c1cccs1. Reaction SMILES: [CH2:14]([Li:15])[CH2:16][CH2:17][CH3:18].[CH3:37][O:38][c:39]1[cH:40][c:41]([S:49][CH2:50][CH2:51][Cl:52])[cH:42][c:43]([O:47][CH3:48])[c:44]1[O:45][CH3:46].[CH3:58][C:59](=[O:60])[OH:61].[CH3:8][CH2:9][CH2:10][CH2:11][CH2:12][CH3:13].[CH:19]([N-:20][CH:21]([CH3:22])[CH3:23])([CH3:24])[CH3:25].[CH:1]([NH:2][CH:3]([CH3:4])[CH3:5])([CH3:6])[CH3:7].[Li+:26].[O:53]1[CH2:54][CH2:55][CH2:56][CH2:57]1.[s:27]1[c:28]([CH:32]([CH2:33][CH3:34])[N+:35]#[C-:36])[cH:29][cH:30][cH:31]1>>[s:27]1[c:28]([C:32]([CH2:33][CH3:34])([N+:35]#[C-:36])[CH2:51][CH2:50][S:49][c:41]2[cH:40][c:39]([O:38][CH3:37])[c:44]([O:45][CH3:46])[c:43]([O:47][CH3:48])[cH:42]2)[cH:29][cH:30][cH:31]1.